Dataset: the Open Reaction Database (ORD), a public repository of structured organic reaction records. Task: describe an organic reaction: reactants, conditions, products, and yield The reactants are C1(=CC=CC=C1)N1N=C(C=C1N)C (1-phenyl-3-methyl-5-pyrazolamine), C1(CCCCC1)=O (cyclohexanone). The product is C1(=CC=CC=C1)C1=NN(C(=C1C1CCCCC1)N)C (3-Phenyl-1-methyl-4-cyclohexyl-5-pyrazolamine). As a reaction SMILES: [C:1]1([N:7]2[C:11]([NH2:12])=[CH:10][C:9]([CH3:13])=[N:8]2)C=CC=CC=1.[C:14]1(=O)[CH2:19][CH2:18][CH2:17][CH2:16][CH2:15]1>>[C:13]1([C:9]2[C:10]([CH:14]3[CH2:19][CH2:18][CH2:17][CH2:16][CH2:15]3)=[C:11]([NH2:12])[N:7]([CH3:1])[N:8]=2)[CH:18]=[CH:19][CH:14]=[CH:15][CH:16]=1. Procedure details: It is obtained by following essentially the procedure of example 1, reacting 1-phenyl-3-methyl-5-pyrazolamine with cyclohexanone (1:2, molar ratio) at a temperature of about 45° C. for about 8 hours. M.p. 212°-214° C. Starting materials: COc1ccc(B(O)O)cc1 (effective_coupling_partner), CC(C)(C)C(=O)Oc2ccc1ccccc1c2 (substrate). The reagents and catalysts are PCy3. Reaction conditions: temperature 110 celsius, time 24 hour. Yields the product COc3ccc(c2ccc1ccccc1c2)cc3. The reactants are COC(=O)C1=C(C(=NC2=CC=CC=C12)C1=CC=CC=C1)CN1CCC(CC1)N1CCCCC1 (3-[1,4′]bipiperidinyl-1′-ylmethyl-2-phenyl-quinoline-4-carboxylic acid methyl ester), Cl (HCl). The product is Cl.Cl.N1(CCCCC1)C1CCN(CC1)CC=1C(=NC2=CC=CC=C2C1C(=O)O)C1=CC=CC=C1 (3-[1,4′]Bipiperidinyl-1′-ylmethyl-2-phenyl-quinoline-4-carboxylic Acid Dihydrochloride). RXN SMILES: C[O:2][C:3]([C:5]1[C:14]2[C:9](=[CH:10][CH:11]=[CH:12][CH:13]=2)[N:8]=[C:7]([C:15]2[CH:20]=[CH:19][CH:18]=[CH:17][CH:16]=2)[C:6]=1[CH2:21][N:22]1[CH2:27][CH2:26][CH:25]([N:28]2[CH2:33][CH2:32][CH2:31][CH2:30][CH2:29]2)[CH2:24][CH2:23]1)=[O:4].[ClH:34]>>[ClH:34].[ClH:34].[N:28]1([CH:25]2[CH2:26][CH2:27][N:22]([CH2:21][C:6]3[C:7]([C:15]4[CH:16]=[CH:17][CH:18]=[CH:19][CH:20]=4)=[N:8][C:9]4[C:14]([C:5]=3[C:3]([OH:4])=[O:2])=[CH:13][CH:12]=[CH:11][CH:10]=4)[CH2:23][CH2:24]2)[CH2:33][CH2:32][CH2:31][CH2:30][CH2:29]1 |f:2.3.4|. Procedure: 3.5 g (7.9 mmol) of 3-[1,4′]bipiperidinyl-1′-ylmethyl-2-phenyl-quinoline-4-carboxylic acid methyl ester (compound of Description 5) and 50 ml of 6N HCl are refluxed for 1.5 h and then concentrated to dryness. The residue was triturated in acetone. This process was re-applied twice to the solid thus obtained affording, after drying in vacuo, 4.5 g of the title compound as a crude dihydrochloride used without further purification in the next step. Reactants: Cc1ccccc1, O=C(Cl)OC(Cl)(Cl)Cl, CC1(C)CCc2c(Cl)cc(F)c(N)c2O1. Product: CC1(C)CCc2c(Cl)cc(F)c(N=C=O)c2O1. RXN SMILES: [CH3:24][c:25]1[cH:26][cH:27][cH:28][cH:29][cH:30]1.[Cl:16][C:17](=[O:18])[O:19][C:20]([Cl:21])([Cl:22])[Cl:23].[NH2:1][c:2]1[c:3]([F:15])[cH:4][c:5]([Cl:14])[c:6]2[c:11]1[O:10][C:9]([CH3:12])([CH3:13])[CH2:8][CH2:7]2>>[N:1]([c:2]1[c:3]([F:15])[cH:4][c:5]([Cl:14])[c:6]2[c:11]1[O:10][C:9]([CH3:12])([CH3:13])[CH2:8][CH2:7]2)=[C:17]=[O:18].